Dataset: the Open Reaction Database (ORD), a public repository of structured organic reaction records. Task: describe an organic reaction: reactants, conditions, products, and yield Reactants: O=C1C2=C(SCCC1CC(=O)O)SC=C2 (4-oxo-4,5,6,7-tetrahydrothieno[2,3-b]thiepin-5-acetic acid), ClC1=CC=C(C=C1)NN (4-chlorophenylhydrazine). Solvent: C(C)O (ethanol). Product: ClC1=CC=C(C=C1)N1N=C2C(CC1=O)CSC1=C2C=CS1 (2-(4-chlorophenyl)-4,4a,5,6-tetrahydrothieno[2',3':2,3]thiopyrano[4,5-c]pyridazin-3(2H)-one). Yield: 33.2%. RXN SMILES: O=[C:2]1[CH:8]([CH2:9][C:10]([OH:12])=O)[CH2:7]C[S:5][C:4]2[S:13][CH:14]=[CH:15][C:3]1=2.[Cl:16][C:17]1[CH:22]=[CH:21][C:20]([NH:23][NH2:24])=[CH:19][CH:18]=1>C(O)C>[Cl:16][C:17]1[CH:22]=[CH:21][C:20]([N:23]2[C:10](=[O:12])[CH2:9][CH:8]3[CH2:7][S:5][C:4]4[S:13][CH:14]=[CH:15][C:3]=4[C:2]3=[N:24]2)=[CH:19][CH:18]=1. Procedure: A mixture of 3.7 g of 4-oxo-4,5,6,7-tetrahydrothieno[2,3-b]thiepin-5-acetic acid and 2.6 g of 4-chlorophenylhydrazine in 50 ml of ethanol is refluxed under heating for 6.5 hours. Then, the reaction mixture is concentrated under reduced pressure. The resulting residue is dissolved in 40 ml of acetic acid and the mixture is further refluxed under heating for 1.5 hours. After cooling, the mixture is concentrated under reduced pressure, and the residue is subjected to column chromatography on silica...